This data is from the Open Reaction Database (ORD), a public repository of structured organic reaction records. The task is: describe an organic reaction: reactants, conditions, products, and yield The reactants are CC(C)(C)O, CC1CN(C(=O)c2ccc3c(c2)CCN(C)C3)CC1C(=O)O, [N-]=[N+]=[N-], [Na+], O=C([O-])C(F)(F)F, [OH-], O=P(O)(Oc1ccccc1)Oc1ccccc1. Yields the product CC1CN(C(=O)c2ccc3c(c2)CCN(C)C3)CC1N. Reaction SMILES: [C:52]([OH:53])([CH3:54])([CH3:55])[CH3:56].[CH3:1][CH:2]1[CH:3]([C:20]([OH:21])=[O:22])[CH2:4][N:5]([C:7](=[O:8])[c:9]2[cH:10][c:11]3[c:16]([cH:17][cH:18]2)[CH2:15][N:14]([CH3:19])[CH2:13][CH2:12]3)[CH2:6]1.[N-:30]=[N+:31]=[N-:32].[Na+:51].[O-:23][C:24]([C:25]([F:26])([F:27])[F:28])=[O:29].[OH-:50].[c:33]1([O:34][P:35](=[O:36])([OH:37])[O:38][c:39]2[cH:40][cH:41][cH:42][cH:43][cH:44]2)[cH:45][cH:46][cH:47][cH:48][cH:49]1>>[CH3:1][CH:2]1[CH:3]([NH2:30])[CH2:4][N:5]([C:7](=[O:8])[c:9]2[cH:10][c:11]3[c:16]([cH:17][cH:18]2)[CH2:15][N:14]([CH3:19])[CH2:13][CH2:12]3)[CH2:6]1. The reactants are C(C)(=O)[O-].[Na+] (sodium acetate), C(CCCCC)C(C1=CC=CO1)O (α-n-hexylfurfuryl alcohol), O (water), resultant mixture, solution. Solvent: C(C)(=O)O (acetic acid). Yields the product C(CCCCC)C1C(C=CC1O)=O (2-n-hexyl-3-hydroxy-4-cyclopentenone). As a reaction SMILES: [CH2:1]([CH:7](O)[C:8]1[O:12][CH:11]=[CH:10][CH:9]=1)[CH2:2][CH2:3][CH2:4][CH2:5][CH3:6].O.C([O-])(=[O:17])C.[Na+]>C(O)(=O)C>[CH2:1]([CH:7]1[CH:8]([OH:12])[CH:9]=[CH:10][C:11]1=[O:17])[CH2:2][CH2:3][CH2:4][CH2:5][CH3:6] |f:2.3|. Procedure: In an autoclave, there were charged α-n-hexylfurfuryl alcohol (I-4) (18.2 g), water (910 g) and a buffer solution (0.6 g) comprising sodium acetate and acetic acid adjusted to pH 4.7. The resultant mixture was stirred at 110° C. under a nitrogen stream. After completion of the reaction, the reaction mixture was cooled and extracted with toluene. Removal of toluene from the extract gave a mixture (15.65 g) of 2-n-hexyl-3-hydroxy-4-cyclopentenone (II-4) and 2-n-hexyl-4-hydroxy-2-cyclopentenone (II... Starting materials: [N+](=O)([O-])OCCCCOC(=O)C1=CN(C2=CC(=C(C=C2C1=O)F)N1CCNCC1)CC (1-Ethyl-6-fluoro-1,4-dihydro-4-oxo-7-(1-piperazinyl)-3-quinolinecarboxylic acid 4-nitrooxybutyl ester), Cl.CCOC(=O)C (HCl AcOEt). The reagents and catalysts are [N+](=O)([O-])[O-].[Ag+] (silver nitrate). Run in C(Cl)Cl (CH2Cl2). Conditions: time 1 hour. The product is [N+](=O)(O)[O-].[N+](=O)([O-])OCCCCOC(=O)C1=CN(C2=CC(=C(C=C2C1=O)F)N1CCNCC1)CC (1-Ethyl-6-fluoro-1,4-dihydro-4-oxo-7-(1-piperazinyl)-3-quinolinecarboxylic acid 4-nitrooxybutyl ester nitrate salt). Isolated yield 176.7%. Reaction SMILES: [N+:1]([O:4][CH2:5][CH2:6][CH2:7][CH2:8][O:9][C:10]([C:12]1[C:21](=[O:22])[C:20]2[C:15](=[CH:16][C:17]([N:24]3[CH2:29][CH2:28][NH:27][CH2:26][CH2:25]3)=[C:18]([F:23])[CH:19]=2)[N:14]([CH2:30][CH3:31])[CH:13]=1)=[O:11])([O-:3])=[O:2].Cl.CCOC(C)=O>C(Cl)Cl.[N+]([O-])([O-])=O.[Ag+]>[N+:1]([O-:4])([OH:3])=[O:2].[N+:1]([O:4][CH2:5][CH2:6][CH2:7][CH2:8][O:9][C:10]([C:12]1[C:21](=[O:22])[C:20]2[C:15](=[CH:16][C:17]([N:24]3[CH2:29][CH2:28][NH:27][CH2:26][CH2:25]3)=[C:18]([F:23])[CH:19]=2)[N:14]([CH2:30][CH3:31])[CH:13]=1)=[O:11])([O-:3])=[O:2] |f:1.2,4.5,6.7|. Reported procedure: To a solution of 1-Ethyl-6-fluoro-1,4-dihydro-4-oxo-7-(1-piperazinyl)-3-quinolinecarboxylic acid 4-nitrooxybutyl ester (300 mg, 0.68 mmoles) in CH2Cl2 (5 ml) was added HCl—AcOEt 1 M (0.8 ml). After stirring for 1 hour at room temperature, the solvent was evaporated under a reduced pressure. The residue was dissolved in THF (10 ml) and silver nitrate (120 mg, 0.70 mmoles) was added. The mixture was stirred for 1 hour at room temperature, the suspension was filtered and the precipitate washed with... Starting materials: C(C)(C)(C)C1=NN(C(=C1)NC(=O)N[C@H]1CC[C@H](C2=CC=CC=C12)OC=1C=CC=2N(C1)C(=NN2)N2[C@H](CCCC2)C)C=2C=C(C=CC2)CCOS(=O)(=O)C (Methanesulfonic acid 2-{3-[3-tert-butyl-5-(3-{(1S,4R)-4-[3-((S)-2-methyl-piperidin-1-yl)-[1,2,4]triazolo[4,3-a]pyridin-6-yloxy]-1,2,3,4-tetrahydro-naphthalen-1-yl}-ureido)-pyrazol-1-yl]-phenyl}-ethyl ester), CN1CCNCC1 (N-methylpiperazine), C1CCOC1 (THF). Product: C(=O)O.C(C)(C)(C)C=1C=C(N(N1)C1=CC(=CC=C1)CCN1CCN(CC1)C)NC(=O)N[C@H]1CC[C@H](C2=CC=CC=C12)OC=1C=CC=2N(C1)C(=NN2)N2[C@H](CCCC2)C (1-(5-tert-Butyl-2-{3-[2-(4-methyl-piperazin-1-yl)-ethyl]-phenyl}-2H-pyrazol-3-yl)-3-{(1S,4R)-4-[3-((S)-2-methyl-piperidin-1-yl)-[1,2,4]triazolo[4,3-a]pyridin-6-yloxy]-1,2,3,4-tetrahydro-naphthalen-1-yl}-urea formate salt), solid. Isolated yield 33.0%. RXN SMILES: [C:1]([C:5]1[CH:9]=[C:8]([NH:10][C:11]([NH:13][C@@H:14]2[C:23]3[C:18](=[CH:19][CH:20]=[CH:21][CH:22]=3)[C@H:17]([O:24][C:25]3[CH:26]=[CH:27][C:28]4[N:29]([C:31]([N:34]5[CH2:39][CH2:38][CH2:37][CH2:36][C@@H:35]5[CH3:40])=[N:32][N:33]=4)[CH:30]=3)[CH2:16][CH2:15]2)=[O:12])[N:7]([C:41]2[CH:42]=[C:43]([CH2:47][CH2:48][O:49]S(C)(=O)=O)[CH:44]=[CH:45][CH:46]=2)[N:6]=1)([CH3:4])([CH3:3])[CH3:2].[CH3:54][N:55]1[CH2:60][CH2:59][NH:58][CH2:57][CH2:56]1.C1C[O:64]CC1>>[CH:48]([OH:49])=[O:64].[C:1]([C:5]1[CH:9]=[C:8]([NH:10][C:11]([NH:13][C@@H:14]2[C:23]3[C:18](=[CH:19][CH:20]=[CH:21][CH:22]=3)[C@H:17]([O:24][C:25]3[CH:26]=[CH:27][C:28]4[N:29]([C:31]([N:34]5[CH2:39][CH2:38][CH2:37][CH2:36][C@@H:35]5[CH3:40])=[N:32][N:33]=4)[CH:30]=3)[CH2:16][CH2:15]2)=[O:12])[N:7]([C:41]2[CH:46]=[CH:45][CH:44]=[C:43]([CH2:47][CH2:48][N:58]3[CH2:59][CH2:60][N:55]([CH3:54])[CH2:56][CH2:57]3)[CH:42]=2)[N:6]=1)([CH3:3])([CH3:2])[CH3:4] |f:3.4|. Procedure: A solution of Intermediate 131d (44.5 mg, 0.06 mmol) and N-methylpiperazine (33 μL, 0.30 mmol) in THF (1 mL) was stirred at 60° C. for 20 h in a sealed tube. The mixture was concentrated in vacuo and the residue purified by MDAP (Method 7). The title product was isolated as an off-white solid (16 mg, 33%). LCMS (Method 5): Rt 3.54 min, m/z 745.6 [MH+]. 1H NMR (400 MHz, d6-DMSO): 0.91 (3H, d, J=6.3 Hz), 1.28 (9H, s), 1.47-1.55 (2H, m), 1.63-1.71 (2H, m), 1.75-1.97 (4H, m), 2.00-2.08 (1H, m), 2.11... Reactants: C1(CCCC1)CC(C(=O)N)C1=CC(=C(C=C1)F)C(F)(F)F (3-cyclopentyl-2-(4-fluoro-3-trifluoromethyl-phenyl)-propionamide), CN=C=O (methyl isocyanate). Solvent: C1(=CC=CC=C1)C (toluene). The product is C1(CCCC1)CC(C(=O)NC(=O)NC)C1=CC(=C(C=C1)F)C(F)(F)F (1-[3-cyclopentyl-2-(4-fluoro-3-trifluoromethyl-phenyl)-propionyl]-3-methyl-urea). Isolated yield 99.9%. Reaction SMILES: [CH:1]1([CH2:6][CH:7]([C:11]2[CH:16]=[CH:15][C:14]([F:17])=[C:13]([C:18]([F:21])([F:20])[F:19])[CH:12]=2)[C:8]([NH2:10])=[O:9])[CH2:5][CH2:4][CH2:3][CH2:2]1.[CH3:22][N:23]=[C:24]=[O:25]>C1(C)C=CC=CC=1>[CH:1]1([CH2:6][CH:7]([C:11]2[CH:16]=[CH:15][C:14]([F:17])=[C:13]([C:18]([F:21])([F:19])[F:20])[CH:12]=2)[C:8]([NH:10][C:24]([NH:23][CH3:22])=[O:25])=[O:9])[CH2:5][CH2:4][CH2:3][CH2:2]1. Procedure: A solution of 3-cyclopentyl-2-(4-fluoro-3-trifluoromethyl-phenyl)-propionamide (303 mg, 1.0 mmol) in toluene (5 mL) was treated with methyl isocyanate (0.59 mL, 10 5 mmol). The resulting solution was heated to reflux for 24 h. At this time, the reaction was concentrated in vacuo. Flash chromatography (Merck Silica gel 60, 230-400 mesh, 50/50 hexanes/ethyl afforded 1-[3-cyclopentyl-2-(4-fluoro-3-trifluoromethyl-phenyl)-propionyl]-3-methyl-urea (360 mg, 49.2%) as a pale yellow oil: FAB-HRMS m/e ca... Starting materials: CCO, ClCCl, Cc1cccc(C)c1-n1ncc(C#N)c1N, N, OO. Product: Cc1cccc(C)c1-n1ncc(C(N)=O)c1N. As a reaction SMILES: [CH3:20][CH2:21][OH:22].[Cl:23][CH2:24][Cl:25].[NH2:1][c:2]1[c:3]([C:15]#[N:16])[cH:4][n:5][n:6]1-[c:7]1[c:8]([CH3:14])[cH:9][cH:10][cH:11][c:12]1[CH3:13].[NH3:19].[OH:17][OH:18]>>[NH2:1][c:2]1[c:3]([C:15]([NH2:16])=[O:17])[cH:4][n:5][n:6]1-[c:7]1[c:8]([CH3:14])[cH:9][cH:10][cH:11][c:12]1[CH3:13]. Reactants: CC(COC1=C(C=C(C=C1)[N+](=O)[O-])C)(C)O (2-methyl-1-(2-methyl-4-nitrophenoxy)propan-2-ol). The reagents and catalysts are [Pd] (Pd/C). The solvent is CO (MeOH). Run at time 18 hour. The product is NC1=CC(=C(OCC(C)(O)C)C=C1)C (1-(4-amino-2-methylphenoxy)-2-methylpropan-2-ol). Yield: 9.5%. Reaction SMILES: [CH3:1][C:2]([OH:16])([CH3:15])[CH2:3][O:4][C:5]1[CH:10]=[CH:9][C:8]([N+:11]([O-])=O)=[CH:7][C:6]=1[CH3:14]>CO.[Pd]>[NH2:11][C:8]1[CH:9]=[CH:10][C:5]([O:4][CH2:3][C:2]([CH3:15])([OH:16])[CH3:1])=[C:6]([CH3:14])[CH:7]=1. Procedure details: A mixture of 2-methyl-1-(2-methyl-4-nitrophenoxy)propan-2-ol (7.30 g, 314 mmol) and 10% Pd/C (0.345 g, 3.24 mmol) in MeOH (150 mL) was hydrogenated at 1 atm of H2 for 18 hours. After removal of the Pd/C by filtration, the solution was concentrated to yield 1-(4-amino-2-methylphenoxy)-2-methylpropan-2-ol (6.10 g, 29.7 mmol, 92% yield) as clear gum which was carried forward without further purification.